describe an organic reaction: reactants, conditions, products, and yield From a dataset of the Open Reaction Database (ORD), a public repository of structured organic reaction records. The reactants are COc1ccc(Cn2nnc3c2CC2CCCC3N2C)cc1, O=C(O)C(F)(F)F. Yields the product CN1C2CCCC1c1nn[nH]c1C2. RXN SMILES: [CH3:1][N:2]1[CH:3]2[c:4]3[n:5][n:6][n:7]([CH2:14][c:15]4[cH:16][cH:17][c:18]([O:19][CH3:20])[cH:21][cH:22]4)[c:8]3[CH2:9][CH:10]1[CH2:11][CH2:12][CH2:13]2.[OH:23][C:24]([C:25]([F:26])([F:27])[F:28])=[O:29]>>[CH3:1][N:2]1[CH:3]2[c:4]3[n:5][n:6][nH:7][c:8]3[CH2:9][CH:10]1[CH2:11][CH2:12][CH2:13]2. Reactants: CC(C)(C)OO, CCOC(=O)C1COc2cc(CC)ccc2O1, ClCCl, O=[Cr](=O)=O. RXN SMILES: [C:22]([O:23][OH:24])([CH3:25])([CH3:26])[CH3:27].[CH2:1]([CH3:2])[c:3]1[cH:4][c:5]2[c:6]([cH:16][cH:17]1)[O:7][CH:8]([C:11](=[O:12])[O:13][CH2:14][CH3:15])[CH2:9][O:10]2.[CH2:28]([Cl:29])[Cl:30].[O:18]=[Cr:19](=[O:20])=[O:21]>>[C:1]([CH3:2])([c:3]1[cH:4][c:5]2[c:6]([cH:16][cH:17]1)[O:7][CH:8]([C:11](=[O:12])[O:13][CH2:14][CH3:15])[CH2:9][O:10]2)=[O:18]. Product: CCOC(=O)C1COc2cc(C(C)=O)ccc2O1.